The task is: describe an organic reaction: reactants, conditions, products, and yield. This data is from the Open Reaction Database (ORD), a public repository of structured organic reaction records. Reactants: OC1=CC=C(C=C1)C1=CC=C(C=C1)C(=O)O (4'-hydroxybiphenyl-4-carboxylic acid), C[C@H](CO)CC ((S)-(-)-2-methylbutanol), S(O)(O)(=O)=O (sulfuric acid). Run in C1=CC=CC=C1 (benzene). Yields the product OC1=CC=C(C=C1)C1=CC=C(C=C1)C(=O)OCC(CC)C (2-methylbutyl 4'-hydroxybiphenyl-4-carboxylate). The yield is 97.9%. Reaction SMILES: [OH:1][C:2]1[CH:7]=[CH:6][C:5]([C:8]2[CH:13]=[CH:12][C:11]([C:14]([OH:16])=[O:15])=[CH:10][CH:9]=2)=[CH:4][CH:3]=1.[CH3:17][C@@H:18]([CH2:21][CH3:22])[CH2:19]O.S(=O)(=O)(O)O>C1C=CC=CC=1>[OH:1][C:2]1[CH:3]=[CH:4][C:5]([C:8]2[CH:13]=[CH:12][C:11]([C:14]([O:16][CH2:17][CH:18]([CH3:19])[CH2:21][CH3:22])=[O:15])=[CH:10][CH:9]=2)=[CH:6][CH:7]=1. Procedure details: 93 m mol (20 g) of 4'-hydroxybiphenyl-4-carboxylic acid and 467 m mol (41 g) of (S)-(-)-2-methylbutanol were refluxed for 25 hours in 150 ml of benzene in the presence of 2 ml of Conc. sulfuric acid while removing water. The resulting reaction solution was concentrated and was recrystallized from a toluene-hexane solvent mixture to obtain 26.0 g of the objective ester (m.p. 116-117.8° C., [α]D23 =+4.35° (CHCl3)). (Yield: 98 %). Starting materials: FC=1C=C(C=CC1)C1=NC=C(C(=O)NC2CCNCC2)C=C1 (6-(3-fluorophenyl)-N-(piperidin-4-yl)nicotinamide), ClC1=C2N=CN(C2=NC=N1)C(CO)CC (2-(6-chloro-9H-purin-9-yl)butan-1-ol), C(CCC)O (butanol), O (water). Solvent: C(C)N(CC)CC (triethylamine). Run at temperature 85 celsius. The product is FC=1C=C(C=CC1)C1=NC=C(C(=O)NC2CCN(CC2)C2=C3N=CN(C3=NC=N2)C(CC)CO)C=C1 (6-(3-Fluorophenyl)-N-(1-{9-[1-(hydroxymethyl)propyl]-9H-purin-6-yl}piperidin-4-yl)nicotinamide). RXN SMILES: [F:1][C:2]1[CH:3]=[C:4]([C:8]2[CH:22]=[CH:21][C:11]([C:12]([NH:14][CH:15]3[CH2:20][CH2:19][NH:18][CH2:17][CH2:16]3)=[O:13])=[CH:10][N:9]=2)[CH:5]=[CH:6][CH:7]=1.Cl[C:24]1[N:32]=[CH:31][N:30]=[C:29]2[C:25]=1[N:26]=[CH:27][N:28]2[CH:33]([CH2:36][CH3:37])[CH2:34][OH:35].C(O)CCC.O>C(N(CC)CC)C>[F:1][C:2]1[CH:3]=[C:4]([C:8]2[CH:22]=[CH:21][C:11]([C:12]([NH:14][CH:15]3[CH2:16][CH2:17][N:18]([C:24]4[N:32]=[CH:31][N:30]=[C:29]5[C:25]=4[N:26]=[CH:27][N:28]5[CH:33]([CH2:34][OH:35])[CH2:36][CH3:37])[CH2:19][CH2:20]3)=[O:13])=[CH:10][N:9]=2)[CH:5]=[CH:6][CH:7]=1. Procedure: 6-(3-fluorophenyl)-N-(piperidin-4-yl)nicotinamide (2.0 g, 5.37 mmol) and 2-(6-chloro-9H-purin-9-yl)butan-1-ol (1.58 g, 6.98 mmol) were placed in a flask along with 10 mL of butanol, 10 mL of water and 10 mL of triethylamine. The mixture was heated to 85° C. for 2 hours. The reaction mixture was partitioned between ethyl acetate and brine. The ethyl acetate was washed 3× with brine and then dried over MgSO4, filtered and concentrated. The residue was purified by chromatography (silica, 1.5% EtOH/... The reactants are C(C)(C)(C)OC(NCC1=NC=CC(=C1)C1=C(N=C(S1)C1CCNCC1)C1=C(C(=CC=C1)N(COC)S(=O)(=O)C1=C(C=CC(=C1)F)F)F)=O (Tert-butyl-{4-[4-(3-{[(2,5-difluorophenyl)sulfonyl](methoxymethyl)amino}-2-fluorophenyl)-2-(piperidin-4-yl)-1,3-thiazol-5-yl]pyridin-2-yl}methylcarbamate), C=O (formaldehyde), C(#N)[BH3-].[Na+] (sodium cyanoborohydride), C(C)(=O)O (acetic acid). Run in CO (MeOH). Run at time 1 hour. Yields the product C(C)(C)(C)OC(NCC1=NC=CC(=C1)C1=C(N=C(S1)C1CCN(CC1)C)C1=C(C(=CC=C1)N(COC)S(=O)(=O)C1=C(C=CC(=C1)F)F)F)=O (tert-butyl-{4-[4-(3-{[(2,5-difluorophenyl)sulfonyl](methoxymethyl)amino}-2-fluorophenyl)-2-(1-methylpiperidin-4-yl)-1,3-thiazol-5-yl]pyridin-2-yl}methylcarbamate). Isolated yield 52.6%. As a reaction SMILES: [C:1]([O:5][C:6](=[O:48])[NH:7][CH2:8][C:9]1[CH:14]=[C:13]([C:15]2[S:19][C:18]([CH:20]3[CH2:25][CH2:24][NH:23][CH2:22][CH2:21]3)=[N:17][C:16]=2[C:26]2[CH:31]=[CH:30][CH:29]=[C:28]([N:32]([S:36]([C:39]3[CH:44]=[C:43]([F:45])[CH:42]=[CH:41][C:40]=3[F:46])(=[O:38])=[O:37])[CH2:33][O:34][CH3:35])[C:27]=2[F:47])[CH:12]=[CH:11][N:10]=1)([CH3:4])([CH3:3])[CH3:2].[C:49](O)(=O)C.C=O.C([BH3-])#N.[Na+]>CO>[C:1]([O:5][C:6](=[O:48])[NH:7][CH2:8][C:9]1[CH:14]=[C:13]([C:15]2[S:19][C:18]([CH:20]3[CH2:25][CH2:24][N:23]([CH3:49])[CH2:22][CH2:21]3)=[N:17][C:16]=2[C:26]2[CH:31]=[CH:30][CH:29]=[C:28]([N:32]([S:36]([C:39]3[CH:44]=[C:43]([F:45])[CH:42]=[CH:41][C:40]=3[F:46])(=[O:37])=[O:38])[CH2:33][O:34][CH3:35])[C:27]=2[F:47])[CH:12]=[CH:11][N:10]=1)([CH3:4])([CH3:2])[CH3:3] |f:3.4|. Procedure: Tert-butyl-{4-[4-(3-{[(2,5-difluorophenyl)sulfonyl](methoxymethyl)amino}-2-fluorophenyl)-2-(piperidin-4-yl)-1,3-thiazol-5-yl]pyridin-2-yl}methylcarbamate (65 mg, 0.09 mmol) was dissolved in MeOH (5 mL) and glacial acetic acid (15 μL, 0.26 mmol). 37% aqueous formaldehyde (6.5 μL, 0.13 mmol) and sodium cyanoborohydride (8.5 mg, 0.17 mmol) were then added to the mixture, that was stirred at r.t. for 1 h. The solvent was removed under reduced pressure and the residue partitioned between ethyl acetat... Starting materials: ClCC1=CC=C(C=C1)S(=O)(=O)C (1-(chloromethyl)-4-(methylsulfonyl)benzene), [I-].[Na+] (sodium iodide), [H-].[Na+] (Sodium hydride), CC1=C(C2=C(N1)SC=C2)CC(=O)OC (methyl 2-(5-methyl-6H-thieno[2,3-b]pyrrol-4-yl)acetate). The solvent is CN(C)C=O (DMF), CCOC(=O)C (EtOAc). The product is CC1=C(C2=C(N1CC1=CC=C(C=C1)S(=O)(=O)C)SC=C2)CC(=O)OC (Methyl 2-(5-methyl-6-(4-(methylsulfonyl)benzyl)-6H-thieno[2,3-b]pyrrol-4-yl)acetate). The yield is 59.6%. RXN SMILES: [H-].[Na+].[CH3:3][C:4]1[NH:8][C:7]2[S:9][CH:10]=[CH:11][C:6]=2[C:5]=1[CH2:12][C:13]([O:15][CH3:16])=[O:14].Cl[CH2:18][C:19]1[CH:24]=[CH:23][C:22]([S:25]([CH3:28])(=[O:27])=[O:26])=[CH:21][CH:20]=1.[I-].[Na+]>CN(C=O)C.CCOC(C)=O>[CH3:3][C:4]1[N:8]([CH2:18][C:19]2[CH:20]=[CH:21][C:22]([S:25]([CH3:28])(=[O:27])=[O:26])=[CH:23][CH:24]=2)[C:7]2[S:9][CH:10]=[CH:11][C:6]=2[C:5]=1[CH2:12][C:13]([O:15][CH3:16])=[O:14] |f:0.1,4.5|. Procedure details: Sodium hydride (0.014 g, 0.583 mmol) was added to a solution of methyl 2-(5-methyl-6H-thieno[2,3-b]pyrrol-4-yl)acetate (0.109 g, 0.52 mmol) in DMF (5 mL) at 0° C. The mixture was stirred 1 h at 0° C. before sequential addition of the 1-(chloromethyl)-4-(methylsulfonyl)benzene (0.156 g, 0.762 mmol) and sodium iodide (0.0935 g, 0.624 mmol). The reaction mixture was allowed to warm up to ambient temperature over 4 h. EtOAc was added and the resulting solution washed with water. The layers were sepa... Reactants: C(C)(C)N1C(C(=[N+](C2=CC=CC=C12)[O-])O)=O (3,4-dihydro-4-isopropyl-2-hydroxy-3-oxo-quinoxaline-1-oxid), C1(=CC=CC=C1)P(C1=CC=CC=C1)C1=CC=CC=C1 (triphenylphosphine). Solvent: CN(C=O)C (dimethylformamide). The product is C(C)(C)N1C(C(NC2=CC=CC=C12)=O)=O (1,2,3,4-tetrahydro-1-isopropyl-2,3-dioxo quinoxaline). Reaction SMILES: [CH:1]([N:4]1[C:13]2[C:8](=[CH:9][CH:10]=[CH:11][CH:12]=2)[N+:7]([O-])=[C:6]([OH:15])[C:5]1=[O:16])([CH3:3])[CH3:2].C1(P(C2C=CC=CC=2)C2C=CC=CC=2)C=CC=CC=1>CN(C)C=O>[CH:1]([N:4]1[C:13]2[C:8](=[CH:9][CH:10]=[CH:11][CH:12]=2)[NH:7][C:6](=[O:15])[C:5]1=[O:16])([CH3:3])[CH3:2]. Procedure: A solution of 3,4-dihydro-4-isopropyl-2-hydroxy-3-oxo-quinoxaline-1-oxid (15.5 g, 0.07 mole) and triphenylphosphine (26.2 g, 0.1 mole) in dimethylformamide (DMF) (100 ml) was stirred at 120° C. for 12 hours, whereafter the solvent was evaporated in vacuo. The residue was stirred in methylene chloride (150 ml) whereby the formed triphenyl phosphine oxid was dissolved. The product was then collected as pale crystals by filtration followed by wash with methylene chloride M.p. 227°-228° C. Starting materials: ClC1=C(C=NC2=CC(=C(C=C12)OC)OC)C(=O)N (4-chloro-6,7-dimethoxy-3-quinolinecarboxamide), NC1=C2C=CNC2=CC=C1 (4-aminoindol), sodium acetic, C(C)(=O)O (acetic acid), [OH-].[Na+] (NaOH). The solvent is O (water), CN(C)C=O (DMF), O (water). Conditions: temperature 100 celsius. The product is N1C=CC2=C(C=CC=C12)NC1=C(C=NC2=CC(=C(C=C12)OC)OC)C(=O)N (4-(1H-Indol-4-ylamino)-6,7-dimethoxy-3-quinolinecarboxamide). The yield is 32.4%. Reaction SMILES: Cl[C:2]1[C:11]2[C:6](=[CH:7][C:8]([O:14][CH3:15])=[C:9]([O:12][CH3:13])[CH:10]=2)[N:5]=[CH:4][C:3]=1[C:16]([NH2:18])=[O:17].[NH2:19][C:20]1[CH:28]=[CH:27][CH:26]=[C:25]2[C:21]=1[CH:22]=[CH:23][NH:24]2.C(O)(=O)C.[OH-].[Na+]>CN(C=O)C.O>[NH:24]1[C:25]2[C:21](=[C:20]([NH:19][C:2]3[C:11]4[C:6](=[CH:7][C:8]([O:14][CH3:15])=[C:9]([O:12][CH3:13])[CH:10]=4)[N:5]=[CH:4][C:3]=3[C:16]([NH2:18])=[O:17])[CH:28]=[CH:27][CH:26]=2)[CH:22]=[CH:23]1 |f:3.4|. Reported procedure: A mixture of 4-chloro-6,7-dimethoxy-3-quinolinecarboxamide (0.90 g, 0.34 mmol), 4-aminoindol (0.039 g, 0.23 mmol), sodium acetic (0.020 g, 0.23 mmol) and acetic acid (40 μl) in DMF (0.8 ml) was heated at 100° C. for 4.5 h. After cooling the reaction mixture was diluted with water (20 ml) and made alkaline with 1 M NaOH. The precipitate was isolated by centrifugation, re-suspended in water and centrifuged again. The procedure was repeated twice and the solid material dried to give the title compo...